Dataset: the Open Reaction Database (ORD), a public repository of structured organic reaction records. Task: describe an organic reaction: reactants, conditions, products, and yield The reactants are FC1=C(C#N)C=CC(=C1)C1CCC(CC1)=COC (2-fluoro-4-[4-(methoxymethylidene)cyclohexyl]benzonitrile), C(=C\CCC)/C(CO)CO (2-(1E-pentenyl)-1,3-propanediol), C1(=CC=CC=C1)C (toluene). The reagents and catalysts are S(O)(O)(=O)=O (sulphuric acid). Solvent: O (water). Run at time 1 hour. The product is FC1=C(C#N)C=CC(=C1)[C@@H]1CC[C@H](CC1)[C@@H]1OC[C@H](CO1)\C=C\CCC (2-fluoro-4-[trans-4-[trans-5-(1E-pentenyl)-1,3-dioxan-2-yl]cyclohexyl]benzonitrile). Yield: 45.5%. As a reaction SMILES: [F:1][C:2]1[CH:9]=[C:8]([CH:10]2[CH2:15][CH2:14][C:13](=[CH:16][O:17][CH3:18])[CH2:12][CH2:11]2)[CH:7]=[CH:6][C:3]=1[C:4]#[N:5].[CH:19](/[CH:24](CO)[CH2:25][OH:26])=[CH:20]\[CH2:21][CH2:22][CH3:23].C1(C)C=CC=CC=1>S(=O)(=O)(O)O.O>[F:1][C:2]1[CH:9]=[C:8]([C@H:10]2[CH2:15][CH2:14][C@H:13]([C@H:16]3[O:26][CH2:25][C@H:24](/[CH:19]=[CH:20]/[CH2:21][CH2:22][CH3:23])[CH2:18][O:17]3)[CH2:12][CH2:11]2)[CH:7]=[CH:6][C:3]=1[C:4]#[N:5]. Reported procedure: A mixture of 0.98 g of 2-fluoro-4-[4-(methoxymethylidene)cyclohexyl]benzonitrile (U.S. Pat. No. 4,784,471), 0.70 g of 2-(1E-pentenyl)-1,3-propanediol, 45 ml of toluene, 2 ml of water and 10 drops of 10 percent sulphuric acid was stirred at about 85° C. for 75 minutes, then heated to boiling for 1 hour, whereby moist solvent distilled off and was replaced by fresh toluene. The reaction mixture was treated with 12 drops of triethylamine and, after cooling, washed three times with 15 ml of water, d... Reactants: OC1(CCN(CC1)C1=CC=C(C(=O)OC(C)(C)C)C=C1)C1=CC=CC=C1 (tert-butyl 4-(4-hydroxy-4-phenylpiperidin-1-yl)benzoate). Solvent: C(=O)(C(F)(F)F)O (TFA). The product is OC1(CCN(CC1)C1=CC=C(C(=O)O)C=C1)C1=CC=CC=C1 (4-(4-hydroxy-4-phenylpiperidin-1-yl)benzoic acid). As a reaction SMILES: [OH:1][C:2]1([C:21]2[CH:26]=[CH:25][CH:24]=[CH:23][CH:22]=2)[CH2:7][CH2:6][N:5]([C:8]2[CH:20]=[CH:19][C:11]([C:12]([O:14]C(C)(C)C)=[O:13])=[CH:10][CH:9]=2)[CH2:4][CH2:3]1>C(O)(C(F)(F)F)=O>[OH:1][C:2]1([C:21]2[CH:26]=[CH:25][CH:24]=[CH:23][CH:22]=2)[CH2:3][CH2:4][N:5]([C:8]2[CH:20]=[CH:19][C:11]([C:12]([OH:14])=[O:13])=[CH:10][CH:9]=2)[CH2:6][CH2:7]1. Reported procedure: A solution of Example 493A (0.32 g, 0.91 mmol) in TFA (2 mL) at room temperature was stirred for 1 hour, and concentrated. The concentrate was azeotropically distilled with toluene three times and dried to provide the desired product. MS (ESI(+)) m/e 298 (M+H)+. Reaction SMILES: [C:1]([CH3:2])(=[O:3])[N:4]1[CH2:5][CH2:6][N:7]([C:10](=[O:11])[Cl:12])[CH2:8][CH2:9]1.[CH3:17][c:18]1[cH:19][cH:20][cH:21][cH:22][cH:23]1.[Cl:13][C:14](=[O:15])[Cl:16]>>[C:1]([CH3:2])(=[O:3])[N:4]1[CH2:5][CH2:6][NH:7][CH2:8][CH2:9]1.[ClH:12]. The product is CC(=O)N1CCNCC1, Cl. Reactants: CC(=O)N1CCN(C(=O)Cl)CC1, Cc1ccccc1, O=C(Cl)Cl. The reactants are ClC(Cl)(Cl)Cl, CCOCC, Nc1ccc(CCCC(=O)O)cc1, O, OCc1ccccc1, Cc1ccc(S(=O)(=O)O)cc1. Product: Nc1ccc(CCCC(=O)OCc2ccccc2)cc1, Cc1ccc(S(=O)(=O)[O-])cc1. RXN SMILES: [C:34]([Cl:35])([Cl:36])([Cl:37])[Cl:38].[CH2:39]([O:40][CH2:41][CH3:42])[CH3:43].[NH2:1][c:2]1[cH:3][cH:4][c:5]([CH2:8][CH2:9][CH2:10][C:11](=[O:12])[OH:13])[cH:6][cH:7]1.[OH2:22].[OH:14][CH2:15][c:16]1[cH:17][cH:18][cH:19][cH:20][cH:21]1.[c:23]1([CH3:33])[cH:24][cH:25][c:26]([S:29](=[O:30])(=[O:31])[OH:32])[cH:27][cH:28]1>>[NH2:1][c:2]1[cH:3][cH:4][c:5]([CH2:8][CH2:9][CH2:10][C:11]([O:12][CH2:15][c:16]2[cH:17][cH:18][cH:19][cH:20][cH:21]2)=[O:13])[cH:6][cH:7]1.[c:23]1([CH3:33])[cH:24][cH:25][c:26]([S:29](=[O:30])(=[O:31])[O-:32])[cH:27][cH:28]1. The reactants are CO (methanol), aqueous-alcoholic solution, C([O-])([O-])=O.[K+].[K+] (potassium carbonate), CS(=O)(=O)OCCN1C(SC2=C1C=CC(=C2)OC(F)(F)F)=NC(C(F)(F)F)=O (2-(2-trifluoroacetylimino-6-trifluoromethoxy-3-benzothiazolinyl)ethyl methanesulphonate), CC1=C(C=CC=C1)N1CCNCC1 (4-(2-methylphenyl)piperazine). The solvent is C1(=CC=CC=C1)C (toluene). Reaction conditions: temperature 20 celsius, time 2 hour. Yields the product N=C1SC2=C(N1CCN1CCN(CC1)C1=C(C=CC=C1)C)C=CC(=C2)OC(F)(F)F (2-Imino-3-{2-[4-(2-methylphenyl)-1-piperazinyl]ethyl}-6-trifluoromethoxybenzothiazoline). Yield: 31.7%. RXN SMILES: CS(O[CH2:6][CH2:7][N:8]1[C:12]2[CH:13]=[CH:14][C:15]([O:17][C:18]([F:21])([F:20])[F:19])=[CH:16][C:11]=2[S:10][C:9]1=[N:22]C(=O)C(F)(F)F)(=O)=O.[CH3:29][C:30]1[CH:35]=[CH:34][CH:33]=[CH:32][C:31]=1[N:36]1[CH2:41][CH2:40][NH:39][CH2:38][CH2:37]1.CO.C(=O)([O-])[O-].[K+].[K+]>C1(C)C=CC=CC=1>[NH:22]=[C:9]1[N:8]([CH2:7][CH2:6][N:39]2[CH2:40][CH2:41][N:36]([C:31]3[CH:32]=[CH:33][CH:34]=[CH:35][C:30]=3[CH3:29])[CH2:37][CH2:38]2)[C:12]2[CH:13]=[CH:14][C:15]([O:17][C:18]([F:19])([F:20])[F:21])=[CH:16][C:11]=2[S:10]1 |f:3.4.5|. Procedure details: Using the procedure described in Example 1, starting with 2-(2-trifluoroacetylimino-6-trifluoromethoxy-3-benzothiazolinyl)ethyl methanesulphonate (5.88 g) in toluene (200 cc) and 4-(2-methylphenyl)piperazine (6.87 g) and after 2 hours under reflux, the toluene filtrate is evaporated under reduced pressure. To the residue thereby obtained, methanol (100 cc) and a 7% strength aqueous-alcoholic solution (20 cc) of potassium carbonate are added and the mixture is stirred for 2 hours at approximately... The reactants are ICC1N(C(CC1)=O)C=1C(=C(C(=C(C1I)C(=O)N)I)C(=O)N)I (5-[2-(iodomethyl)-5-oxo-1-pyrrolidinyl]-2,4,6-triiodo-1,3-benzenedicarboxamide), C(C)(=O)[O-].C(C)[N+](CC)(CC)CC (tetraethylammonium acetate). Solvent: C(C)#N (acetonitrile). Conditions: time 18 hour. The product is IC1=C(C(=CC(=C1C(=O)N)I)I)C(=O)N (2,4,6-triiodo-1,3-benzenedicarboxamide). Isolated yield 15.8%. As a reaction SMILES: ICC1CCC(=O)N1[C:9]1[C:10]([I:23])=[C:11]([C:20]([NH2:22])=[O:21])[C:12]([I:19])=[C:13]([C:16]([NH2:18])=[O:17])[C:14]=1[I:15].C([O-])(=O)C.C([N+](CC)(CC)CC)C>C(#N)C>[I:19][C:12]1[C:13]([C:16]([NH2:18])=[O:17])=[C:14]([I:15])[CH:9]=[C:10]([I:23])[C:11]=1[C:20]([NH2:22])=[O:21] |f:1.2|. Procedure details: To a solution of N,N'-bis[2-(acetyloxy)-1-(acetyloxy)methyl]ethyl]-5-[2-(iodomethyl)-5-oxo-1-pyrrolidinyl]-2,4,6-triiodo-1,3-benzenedicarboxamide (12.00 g, 110 mmol) in acetonitrile (150 ml) was added tetraethylammonium acetate (5.74 g, 22 mmol) and the mixture stirred at 50° for 18 hours. Acetonitrile was removed in vacuo at 60°, the residue dissolved in ethyl acetate (200 ml), and the resulting solution washed with brine (2×100 ml) and with water (100 ml). The ethyl acetate layer was dried and... The reactants are IC1=NN(C2=CC=CC(=C12)[N+](=O)[O-])CC=1N=C(SC1)C (4-((3-iodo-4-nitro-1H-indazol-1-yl)methyl)-2-methylthiazole), [NH4+].[Cl-] (NH4Cl), CC=1SC(=CN1)C(=O)OCC (ethyl 2-methylthiazole-5-carboxylate). The reagents and catalysts are [Fe] (iron). The solvent is CCO.O (EtOH H2O). Run at temperature 85 celsius. Product: IC1=NN(C=2C=CC=C(C12)N)CC1=CN=C(S1)C (3-iodo-1-((2-methylthiazol-5-yl)methyl)-1H-indazol-4-amine). As a reaction SMILES: [I:1][C:2]1[C:10]2[C:5](=[CH:6][CH:7]=[CH:8][C:9]=2[N+:11]([O-])=O)[N:4]([CH2:14][C:15]2N=C(C)S[CH:19]=2)[N:3]=1.[CH3:21][C:22]1[S:23]C(C(OCC)=O)=C[N:26]=1.[NH4+].[Cl-]>CCO.O.[Fe]>[I:1][C:2]1[C:10]2[C:9]([NH2:11])=[CH:8][CH:7]=[CH:6][C:5]=2[N:4]([CH2:14][C:15]2[S:23][C:22]([CH3:21])=[N:26][CH:19]=2)[N:3]=1 |f:2.3,4.5|. Procedure: To a solution 4-((3-iodo-4-nitro-1H-indazol-1-yl)methyl)-2-methylthiazole (prepared according the method of Example 15, Steps A-D, using ethyl 2-methylthiazole-5-carboxylate) in EtOH/H2O (8 mL/2 mL) was added iron (463 mg, 8.30 mmol) and NH4Cl (44.4 mg, 0.830 mmol). The reaction mixture was heated at 85° C. for 3 hours. The reaction mixture was cooled to ambient temperature and concentrated under reduced pressure. EtOAc/Et3N (40 mL/10 mL) was added to the residue. The mixture was heated at 85° C... The reactants are O=C(CBr)Nc1ccc(Cl)cn1, CCOC(=O)c1cc(C(=O)OCC)[nH]n1, [H-], [Na+], CN(C)C=O. The product is CCOC(=O)c1cc(C(=O)OCC)n(CC(=O)Nc2ccc(Cl)cn2)n1. As a reaction SMILES: [Br:18][CH2:19][C:20](=[O:21])[NH:22][c:23]1[n:24][cH:25][c:26]([Cl:29])[cH:27][cH:28]1.[CH2:1]([CH3:2])[O:3][C:4](=[O:5])[c:6]1[n:7][nH:8][c:9]([C:11](=[O:12])[O:13][CH2:14][CH3:15])[cH:10]1.[H-:17].[Na+:16].[O:30]=[CH:31][N:32]([CH3:33])[CH3:34]>>[CH2:1]([CH3:2])[O:3][C:4](=[O:5])[c:6]1[n:7]([CH2:19][C:20](=[O:21])[NH:22][c:23]2[n:24][cH:25][c:26]([Cl:29])[cH:27][cH:28]2)[n:8][c:9]([C:11](=[O:12])[O:13][CH2:14][CH3:15])[cH:10]1. Starting materials: C[Si](CCOCN(C1=C(C(=NC=2N1N=CC2C=2C=NC(=CC2)C2=CC=CC=C2)C2=CC=C(C(=O)OC)C=C2)C(=C)OCC)COCC[Si](C)(C)C)(C)C (methyl 4-(7-(bis((2-(trimethylsilyl)ethoxy)methyl)amino)-6-(1-ethoxyvinyl)-3-(6-phenylpyridin-3-yl)pyrazolo[1,5-a]pyrimidin-5-yl)benzoate), Cl (HCl). Solvent: O1CCOCC1 (dioxane). Yields the product C(C)(=O)C=1C(=NC=2N(C1N)N=CC2C=2C=NC(=CC2)C2=CC=CC=C2)C2=CC=C(C(=O)OC)C=C2 (methyl 4-(6-acetyl-7-amino-3-(6-phenylpyridin-3-yl)pyrazolo[1,5-a]pyrimidin-5-yl)benzoate). RXN SMILES: C[Si](C)(C)CCOC[N:7](COCC[Si](C)(C)C)[C:8]1[N:13]2[N:14]=[CH:15][C:16]([C:17]3[CH:18]=[N:19][C:20]([C:23]4[CH:28]=[CH:27][CH:26]=[CH:25][CH:24]=4)=[CH:21][CH:22]=3)=[C:12]2[N:11]=[C:10]([C:29]2[CH:38]=[CH:37][C:32]([C:33]([O:35][CH3:36])=[O:34])=[CH:31][CH:30]=2)[C:9]=1[C:39]([O:41]CC)=[CH2:40].Cl>O1CCOCC1>[C:39]([C:9]1[C:10]([C:29]2[CH:30]=[CH:31][C:32]([C:33]([O:35][CH3:36])=[O:34])=[CH:37][CH:38]=2)=[N:11][C:12]2[N:13]([N:14]=[CH:15][C:16]=2[C:17]2[CH:18]=[N:19][C:20]([C:23]3[CH:28]=[CH:27][CH:26]=[CH:25][CH:24]=3)=[CH:21][CH:22]=2)[C:8]=1[NH2:7])(=[O:41])[CH3:40]. Procedure: Compound, methyl 4-(7-(bis((2-(trimethylsilyl)ethoxy)methyl)amino)-6-(1-ethoxyvinyl)-3-(6-phenylpyridin-3-yl)pyrazolo[1,5-a]pyrimidin-5-yl)benzoate was treated with 4N HCl in dioxane for 2 hrs to result in the product, methyl 4-(6-acetyl-7-amino-3-(6-phenylpyridin-3-yl)pyrazolo[1,5-a]pyrimidin-5-yl)benzoate purified by prep. HPLC. HPLC-MS tR=1.85 min (UV254 nm); mass calculated for formula C27H21N5O3 463.2, observed LCMS m/z 464.0 (M+H).